From a dataset of the Open Reaction Database (ORD), a public repository of structured organic reaction records. describe an organic reaction: reactants, conditions, products, and yield Starting materials: C1(C=CCCC1)=O (cyclohex-2-enone), C1(=CC=CC=C1)B(O)O (phenylboronic acid). Yields the product C1(=CC=CC=C1)C1CC(CCC1)=O (3-Phenylcyclohexanone). Reaction SMILES: [C:1]1(=[O:7])[CH2:6][CH2:5][CH2:4][CH:3]=[CH:2]1.[C:8]1(B(O)O)[CH:13]=[CH:12][CH:11]=[CH:10][CH:9]=1>>[C:8]1([CH:3]2[CH2:4][CH2:5][CH2:6][C:1](=[O:7])[CH2:2]2)[CH:13]=[CH:12][CH:11]=[CH:10][CH:9]=1. Procedure details: The title compound was obtained using a procedure analogous to that described in Step 1 of Example 10 using cyclohex-2-enone (1.0 g, 10.4 mmol) and phenylboronic acid (1.3 g, 10.4 mmol) to afford the title compound as a colorless oil. MS m/z: 175(M+1). Starting materials: C(CCC)[Sn](CCCC)=O (dibutyltin oxide), SCCO (2-mercaptoethanol). Run in C1(=CC=CC=C1)C (toluene). The product is C(CCC)[Sn]CCCC (dibutyltin). The yield is 154.5%. RXN SMILES: [CH2:1]([Sn:5](=O)[CH2:6][CH2:7][CH2:8][CH3:9])[CH2:2][CH2:3][CH3:4].SCCO>C1(C)C=CC=CC=1>[CH2:1]([Sn:5][CH2:6][CH2:7][CH2:8][CH3:9])[CH2:2][CH2:3][CH3:4]. Reported procedure: Following the procedure of Example 1, 24.9 g (0.10 mole) dibutyltin oxide was reacted with 15.6 g (0.20 mole) 2-mercaptoethanol in toluene to give 36 g of dibutyltin-bis-(2-hydroxyethylmercaptide), a light yellow liquid. The reactants are CC(C)(C)OC(=O)N1CCNCC1, O=C([O-])[O-], ClCCOc1cccc2c1c1cccc3c1n2C(c1ccccc1)CO3, [I-], [K+], [K+], [Na+], CN(C)C=O. Yields the product CC(C)(C)OC(=O)N1CCN(CCOc2cccc3c2c2cccc4c2n3C(c2ccccc2)CO4)CC1. RXN SMILES: [C:27]([CH3:28])([CH3:29])([CH3:30])[O:31][C:32](=[O:33])[N:34]1[CH2:35][CH2:36][NH:37][CH2:38][CH2:39]1.[C:42](=[O:43])([O-:44])[O-:45].[Cl:1][CH2:2][CH2:3][O:4][c:5]1[cH:6][cH:7][cH:8][c:9]2[n:10]3[c:11]4[c:12]([cH:13][cH:14][cH:15][c:16]4[c:17]12)[O:18][CH2:19][CH:20]3[c:21]1[cH:22][cH:23][cH:24][cH:25][cH:26]1.[I-:41].[K+:46].[K+:47].[Na+:40].[O:48]=[CH:49][N:50]([CH3:51])[CH3:52]>>[CH2:2]([CH2:3][O:4][c:5]1[cH:6][cH:7][cH:8][c:9]2[n:10]3[c:11]4[c:12]([cH:13][cH:14][cH:15][c:16]4[c:17]12)[O:18][CH2:19][CH:20]3[c:21]1[cH:22][cH:23][cH:24][cH:25][cH:26]1)[N:37]1[CH2:36][CH2:35][N:34]([C:32]([O:31][C:27]([CH3:28])([CH3:29])[CH3:30])=[O:33])[CH2:39][CH2:38]1. Solvent: C1CCOC1 (THF). Procedure: To a solution of ethyl 2-aminobenzo[d]thiazole-6-carboxylate (5.05 g, 22.7 mmol, 1.0 eq.) in THF (60 mL) under nitrogen at 0° C. was added LAH (1M, THF; 100 mL, 100 mmol, 4.4 eq.) over 20 min. After 6.5 h, ice was added, and the solution was stirred overnight. The precipitate was filtered and rinsed with EtOAc. The filtrate was concentrated in vacuo to give a solid which was triturated with Et2O to give (2-aminobenzo[d]thiazol-6-yl)methanol as a yellow solid (1.90 g, 46% yield). Conditions: time 6.5 hour. Starting materials: NC=1SC2=C(N1)C=CC(=C2)C(=O)OCC (ethyl 2-aminobenzo[d]thiazole-6-carboxylate), [H-].[H-].[H-].[H-].[Li+].[Al+3] (LAH). Yields the product NC=1SC2=C(N1)C=CC(=C2)CO ((2-aminobenzo[d]thiazol-6-yl)methanol). Reaction SMILES: [NH2:1][C:2]1[S:3][C:4]2[CH:10]=[C:9]([C:11](OCC)=[O:12])[CH:8]=[CH:7][C:5]=2[N:6]=1.[H-].[H-].[H-].[H-].[Li+].[Al+3]>C1COCC1>[NH2:1][C:2]1[S:3][C:4]2[CH:10]=[C:9]([CH2:11][OH:12])[CH:8]=[CH:7][C:5]=2[N:6]=1 |f:1.2.3.4.5.6|. The yield is 46.4%. Starting materials: S1N=C(C2=C1C=CC=C2)N2CCN(CC2)CCC2=C(C=C(C(=C2)OC)OC)N (2-[2-(4-1,2-benzisothiazol-3-yl-piperazin-1-yl)-ethyl]-4,5-dimethoxy phenylamine), CC(=CC(=O)Cl)C (3,3 dimethyl acryloyl chloride). The product is S1N=C(C2=C1C=CC=C2)N2CCN(CC2)CCC2=C(C=C(C(=C2)OC)OC)NC(C=C(C)C)=O (3-methyl-but-2-enoic acid {2-[2-(4-1,2-benzisothiazol-3-yl-piperazin-1-yl)-ethyl]-4,5-dimethoxy-phenyl}-amide). Yield: 68.2%. As a reaction SMILES: [S:1]1[C:5]2[CH:6]=[CH:7][CH:8]=[CH:9][C:4]=2[C:3]([N:10]2[CH2:15][CH2:14][N:13]([CH2:16][CH2:17][C:18]3[CH:23]=[C:22]([O:24][CH3:25])[C:21]([O:26][CH3:27])=[CH:20][C:19]=3[NH2:28])[CH2:12][CH2:11]2)=[N:2]1.[CH3:29][C:30]([CH3:35])=[CH:31][C:32](Cl)=[O:33]>>[S:1]1[C:5]2[CH:6]=[CH:7][CH:8]=[CH:9][C:4]=2[C:3]([N:10]2[CH2:11][CH2:12][N:13]([CH2:16][CH2:17][C:18]3[CH:23]=[C:22]([O:24][CH3:25])[C:21]([O:26][CH3:27])=[CH:20][C:19]=3[NH:28][C:32](=[O:33])[CH:31]=[C:30]([CH3:35])[CH3:29])[CH2:14][CH2:15]2)=[N:2]1. Procedure details: Starting from 2-[2-(4-1,2-benzisothiazol-3-yl-piperazin-1-yl)-ethyl]-4,5-dimethoxy phenylamine (300 mg, 0.75 mmol) and 3,3 dimethyl acryloyl chloride (87.7 μL, 0.79 mmol) and following the procedure as outlined in Example 1, 246 mg of 3-methyl-but-2-enoic acid {2-[2-(4-1,2-benzisothiazol-3-yl-piperazin-1-yl)-ethyl]-4,5-dimethoxy-phenyl}-amide was isolated as a white foam in 100% purity @ 254 nm; LCMS (APCI): 481 [M+H]+; mp 58° C. Starting materials: Br, C=CC(=O)OCC, CCc1nc(C)cc(=O)n1CCOc1ccc(N)cc1, CC(C)=O, [Cu]I, O=N[O-], [Na+], O. The product is CCOC(=O)C(Br)Cc1ccc(OCCn2c(CC)nc(C)cc2=O)cc1. RXN SMILES: [BrH:21].[C:26]([CH:27]=[CH2:28])(=[O:29])[O:30][CH2:31][CH3:32].[CH2:1]([CH3:2])[c:3]1[n:4]([CH2:11][CH2:12][O:13][c:14]2[cH:15][cH:16][c:17]([NH2:18])[cH:19][cH:20]2)[c:5](=[O:10])[cH:6][c:7]([CH3:9])[n:8]1.[CH3:33][C:34](=[O:35])[CH3:36].[Cu:38][I:39].[N:22]([O-:23])=[O:24].[Na+:25].[OH2:37]>>[CH2:1]([CH3:2])[c:3]1[n:4]([CH2:11][CH2:12][O:13][c:14]2[cH:15][cH:16][c:17]([CH2:28][CH:27]([Br:21])[C:26](=[O:29])[O:30][CH2:31][CH3:32])[cH:19][cH:20]2)[c:5](=[O:10])[cH:6][c:7]([CH3:9])[n:8]1.